From a dataset of the Open Reaction Database (ORD), a public repository of structured organic reaction records. describe an organic reaction: reactants, conditions, products, and yield Reactants: C(C1=CC=CC=C1)OC=1C=CC(=C(C(=O)NCC2=CC=CC(N2)=O)C1)OCC(F)(F)F (6-[5-benzyloxy-2-(2,2,2-trifluoroethoxy)benzamidomethyl]-2(1H)-pyridone), C(C)O (ethanol). The reagents and catalysts are [Pd] (palladium on charcoal). Solvent: CO (methanol). Run at time 16 hour. The product is OC=1C=CC(=C(C(=O)NCC2=CC=CC(N2)=O)C1)OCC(F)(F)F (6-[5-hydroxy-2-(2,2,2-trifluoroethoxy)benzamidomethyl]-2(1H)-pyridone). Reaction SMILES: C([O:8][C:9]1[CH:10]=[CH:11][C:12]([O:26][CH2:27][C:28]([F:31])([F:30])[F:29])=[C:13]([CH:25]=1)[C:14]([NH:16][CH2:17][C:18]1[NH:23][C:22](=[O:24])[CH:21]=[CH:20][CH:19]=1)=[O:15])C1C=CC=CC=1.C(O)C>[Pd].CO>[OH:8][C:9]1[CH:10]=[CH:11][C:12]([O:26][CH2:27][C:28]([F:31])([F:29])[F:30])=[C:13]([CH:25]=1)[C:14]([NH:16][CH2:17][C:18]1[NH:23][C:22](=[O:24])[CH:21]=[CH:20][CH:19]=1)=[O:15]. Reported procedure: A mixture of 0.5 g of 6-[5-benzyloxy-2-(2,2,2-trifluoroethoxy)benzamidomethyl]-2(1H)-pyridone, 60 ml of ethanol, 40 ml of methanol and 0.043 g of 10% palladium on charcoal was hydrogenated on a Parr apparatus at about 20° C. for about 16 hours. Filtration followed by evaporation of the filtrate provided a residue which was triturated with acetonitrile. The solid was separated by filtration and washed with acetonitrile to provide 6-[5-hydroxy-2-(2,2,2-trifluoroethoxy)benzamidomethyl]-2(1H)-pyrido... The reactants are OCCBr, CN(C)C(=O)c1cc2cnc(Nc3ccc(N4CCNCC4)nn3)nc2n1C1CCCC1. The product is CN(C)C(=O)c1cc2cnc(Nc3ccc(N4CCN(CCO)CC4)nn3)nc2n1C1CCCC1. RXN SMILES: [Br:33][CH2:34][CH2:35][OH:36].[CH3:1][N:2]([C:3](=[O:4])[c:5]1[cH:6][c:7]2[c:8]([n:9][c:10]([NH:13][c:14]3[n:15][n:16][c:17]([N:20]4[CH2:21][CH2:22][NH:23][CH2:24][CH2:25]4)[cH:18][cH:19]3)[n:11][cH:12]2)[n:26]1[CH:27]1[CH2:28][CH2:29][CH2:30][CH2:31]1)[CH3:32]>>[CH3:1][N:2]([C:3](=[O:4])[c:5]1[cH:6][c:7]2[c:8]([n:9][c:10]([NH:13][c:14]3[n:15][n:16][c:17]([N:20]4[CH2:21][CH2:22][N:23]([CH2:34][CH2:35][OH:36])[CH2:24][CH2:25]4)[cH:18][cH:19]3)[n:11][cH:12]2)[n:26]1[CH:27]1[CH2:28][CH2:29][CH2:30][CH2:31]1)[CH3:32]. Reactants: C(C(F)(F)F)O (trifluoroethanol), [F-].C(CCC)[N+](CCCC)(CCCC)CCCC (tetrabutylammonium fluoride), FC1C(C(=CC(=C1[Si](C)(C)C)F)SC)(O)COC (2,4-Difluoro-6-methylmercapto-3-trimethylsilyl- 1-methoxymethyl phenol). Solvent: C1CCOC1 (THF). Reaction conditions: temperature -78 celsius, time 30 minute. Product: FC1C(C(=CC(=C1)F)SC)(O)COC (2,4-Difluoro-6-methylmercapto-1-methoxy methyl phenol). The yield is 69.8%. As a reaction SMILES: [F:1][CH:2]1[C:7]([Si](C)(C)C)=[C:6]([F:12])[CH:5]=[C:4]([S:13][CH3:14])[C:3]1([CH2:16][O:17][CH3:18])[OH:15].C(O)C(F)(F)F.[F-].C([N+](CCCC)(CCCC)CCCC)CCC>C1COCC1>[F:1][CH:2]1[CH:7]=[C:6]([F:12])[CH:5]=[C:4]([S:13][CH3:14])[C:3]1([CH2:16][O:17][CH3:18])[OH:15] |f:2.3|. Procedure details: A reaction mixture containing the trimethylsilyl derivative (28, 0.51 g, 1.74 mmol) in 10 mL of freshly distilled THF was treated with trifluoroethanol (0.18 g, 1.82 mmol) and tetrabutylammonium fluoride (1 M solution in THF, 1.74 mL, 1.74 mmol) at −78° C. under argon (FIG. 2E). The reaction mixture was allowed to stir at −78° C. for 20 min and at room temperature for 30 minutes. The reaction was quenched by the addition of water, followed by extraction with ethyl ether (2×15 mL). The combined o... Reactants: CI (Methyl iodide), CSC=1C(=NSN1)C=1C=NC=CC1 (3-(4-methylthio-1,2,5-thiadiazol-3-yl)pyridine). Reaction conditions: time 48 hour. Yields the product [I-].CSC=1C(=NSN1)C=1C=[N+](C=CC1)C (3-(4-methylthio-1,2,5-thiadiazol-3-yl)-1-methylpyridinium iodide). Reaction SMILES: [CH3:1][I:2].[CH3:3][S:4][C:5]1[C:6]([C:10]2[CH:11]=[N:12][CH:13]=[CH:14][CH:15]=2)=[N:7][S:8][N:9]=1>>[I-:2].[CH3:3][S:4][C:5]1[C:6]([C:10]2[CH:11]=[N+:12]([CH3:1])[CH:13]=[CH:14][CH:15]=2)=[N:7][S:8][N:9]=1 |f:2.3|. Procedure: Methyl iodide (1 ml, 15 mmol) was added to a solution of 3-(4-methylthio-1,2,5-thiadiazol-3-yl)pyridine (0.5 g, 2.3 mmol) and the reaction mixture was stirred at room temperature for 48 h and evaporated. The reactants are OB(O)C=Cc1ccccc1, Nc1nccc(NCCNc2cc(Cl)nc(N)n2)n1. Yields the product Nc1nccc(NCCNc2cc(C=Cc3ccccc3)nc(N)n2)n1. As a reaction SMILES: [CH:20](=[CH:21][c:22]1[cH:23][cH:24][cH:25][cH:26][cH:27]1)[B:28]([OH:29])[OH:30].[NH2:1][c:2]1[n:3][cH:4][cH:5][c:6]([NH:8][CH2:9][CH2:10][NH:11][c:12]2[n:13][c:14]([NH2:19])[n:15][c:16]([Cl:18])[cH:17]2)[n:7]1>>[NH2:1][c:2]1[n:3][cH:4][cH:5][c:6]([NH:8][CH2:9][CH2:10][NH:11][c:12]2[n:13][c:14]([NH2:19])[n:15][c:16]([CH:20]=[CH:21][c:22]3[cH:23][cH:24][cH:25][cH:26][cH:27]3)[cH:17]2)[n:7]1. Reactants: solution, ClC1=CC=C(C=C1)C1(CCC1)C(C)=NO (1-[1-(4-chlorophenyl)cyclobutyl]ethanone oxime), ClC1=CC=C(C=C1)C1(CCC1)C(C)=NO (1-[1-(4-chlorophenyl)cyclobutyl]ethanone oxime), C(CCC)[Li] (butyllithium), CCC(CC)=O (pentan-3-one), O (water). The solvent is CCCCCC (hexane), O1CCCC1 (tetrahydrofuran), O1CCCC1 (tetrahydrofuran). Run at temperature 0 celsius, time 1 hour. The product is ClC1=CC=C(C=C1)C1(CCC1)C(CC(CC)(O)CC)=NO (1-[1-(4-chlorophenyl)cyclobutyl]-3-ethyl-3-hydroxypentan-1-one oxime). As a reaction SMILES: C([Li])CCC.[Cl:6][C:7]1[CH:12]=[CH:11][C:10]([C:13]2([C:17](=[N:19][OH:20])[CH3:18])[CH2:16][CH2:15][CH2:14]2)=[CH:9][CH:8]=1.[CH3:21][CH2:22][C:23](=[O:26])[CH2:24][CH3:25].O>CCCCCC.O1CCCC1>[Cl:6][C:7]1[CH:8]=[CH:9][C:10]([C:13]2([C:17](=[N:19][OH:20])[CH2:18][C:23]([CH2:24][CH3:25])([OH:26])[CH2:22][CH3:21])[CH2:14][CH2:15][CH2:16]2)=[CH:11][CH:12]=1. Procedure details: A 2.7M solution of butyllithium in hexane (24 ml) was added under nitrogen to a stirred solution of 1-[1-(4-chlorophenyl)cyclobutyl]ethanone oxime [prepared as described in Example 84 (7.2 g)] in dry tetrahydrofuran (100 ml) over a period of 45 minutes whilst maintaining the temperature in the range -3° to 0° C. The mixture was stirred at 0° C. for 1 hour and then cooled to -5° C. A solution of dry pentan-3-one (3.4 ml) in dry tetrahydrofuran (10 ml) was added, the temperature of the mixture was... The reactants are FC1=CC=C(C=C1)[C@]1(CCN(C(O1)=O)[C@@H](C)C1=CC=C(C=C1)C1=CC(=NC=C1)C)C ((R)-6-(4-fluorophenyl)-6-methyl-3-((S)-1-(4-(2-methylpyridin-4-yl)phenyl)ethyl)-1,3-oxazinan-2-one), BrC1=CC=C(C=C1)[C@H](C)N1C(O[C@@](CC1)(C)C1=CC=C(C=C1)F)=O ((R)-3-((S)-1-(4-bromophenyl)ethyl)-6-(4-fluorophenyl)-6-methyl-1,3-oxazinan-2-one), CC1=NC=CC(=C1)B(O)O (2-methylpyridine-4-boronic acid). The product is FC1=CC=C(C=C1)[C@@]1(CCN(C(O1)=O)[C@@H](C)C1=CC=C(C=C1)C1=CC(=NC=C1)C)C ((S)-6-(4-fluorophenyl)-6-methyl-3-((S)-1-(4-(2-methylpyridin-4-yl)phenyl)ethyl)-1,3-oxazinan-2-one). Reaction SMILES: [F:1][C:2]1[CH:7]=[CH:6][C:5]([C@:8]2([CH3:30])[O:13][C:12](=[O:14])[N:11]([C@H:15]([C:17]3[CH:22]=[CH:21][C:20]([C:23]4[CH:28]=[CH:27][N:26]=[C:25]([CH3:29])[CH:24]=4)=[CH:19][CH:18]=3)[CH3:16])[CH2:10][CH2:9]2)=[CH:4][CH:3]=1.BrC1C=CC([C@@H](N2CC[C@@](C3C=CC(F)=CC=3)(C)OC2=O)C)=CC=1.CC1C=C(B(O)O)C=CN=1>>[F:1][C:2]1[CH:7]=[CH:6][C:5]([C@@:8]2([CH3:30])[O:13][C:12](=[O:14])[N:11]([C@H:15]([C:17]3[CH:22]=[CH:21][C:20]([C:23]4[CH:28]=[CH:27][N:26]=[C:25]([CH3:29])[CH:24]=4)=[CH:19][CH:18]=3)[CH3:16])[CH2:10][CH2:9]2)=[CH:4][CH:3]=1. Reported procedure: Isomer 2 of the title compound, (R)-6-(4-fluorophenyl)-6-methyl-3-((S)-1-(4-(2-methylpyridin-4-yl)phenyl)ethyl)-1,3-oxazinan-2-one, was prepared from (R)-3-((S)-1-(4-bromophenyl)ethyl)-6-(4-fluorophenyl)-6-methyl-1,3-oxazinan-2-one and 2-methylpyridine-4-boronic acid following a procedure analogous to that described in Example 64. LC-MS Method 1 tR=1.18, m/z=405 (M+1); 1H NMR (CDCl3) 8.83 (s, 1H), 7.72 (s, 1H), 7.66 (s, 1H), 7.48 (d, 2H, J=7.3 Hz), 7.32 (br m, 2H), 7.16 (d, 2H, J=6.7), 7.04 (t, ... Reactants: O=C1NC2=C(SC1)C=CC(=N2)C(=O)O (3-oxo-3,4-dihydro-2H-pyrido[3,2-b][1,4]thiazine-6-carboxylic acid), COC1=CC=C2N=CC(=NC2=C1)SCCN1CCC(CC1)N (1-[2-(7-methoxy-quinoxalin-2-ylsulfanyl)-ethyl]-piperidin-4-ylamine). Yields the product solid, COC1=CC=C2N=CC(=NC2=C1)SCCN1CCC(CC1)NC(=O)C=1C=CC=2SCC(NC2N1)=O (3-oxo-3,4-dihydro-2H-pyrido[3,2-b][1,4]thiazine-6-carboxylic acid {1-[2-(7-methoxy-quinoxalin-2-ylsulfanyl)-ethyl]-piperidin-4-yl}-amide). Isolated yield 10.0%. RXN SMILES: [O:1]=[C:2]1[CH2:7][S:6][C:5]2[CH:8]=[CH:9][C:10]([C:12]([OH:14])=O)=[N:11][C:4]=2[NH:3]1.[CH3:15][O:16][C:17]1[CH:26]=[C:25]2[C:20]([N:21]=[CH:22][C:23]([S:27][CH2:28][CH2:29][N:30]3[CH2:35][CH2:34][CH:33]([NH2:36])[CH2:32][CH2:31]3)=[N:24]2)=[CH:19][CH:18]=1>>[CH3:15][O:16][C:17]1[CH:26]=[C:25]2[C:20]([N:21]=[CH:22][C:23]([S:27][CH2:28][CH2:29][N:30]3[CH2:31][CH2:32][CH:33]([NH:36][C:12]([C:10]4[CH:9]=[CH:8][C:5]5[S:6][CH2:7][C:2](=[O:1])[NH:3][C:4]=5[N:11]=4)=[O:14])[CH2:34][CH2:35]3)=[N:24]2)=[CH:19][CH:18]=1. Procedure: The title compound is prepared as a yellow solid (7 mg, 10% yield) following Scheme 3 and in analogy to Example 35 using 3-oxo-3,4-dihydro-2H-pyrido[3,2-b][1,4]thiazine-6-carboxylic acid (26 mg, 0.12 mmol, 1.0 eq) and 1-[2-(7-methoxy-quinoxalin-2-ylsulfanyl)-ethyl]-piperidin-4-ylamine (40 mg, 0.12 mmol, 1.0 eq) as starting materials. The reactants are O=C(O)CCC(=O)c1ccc(Cl)cc1, O, O=[N+]([O-])O. Yields the product O=C(O)CCC(=O)c1ccc(Cl)c([N+](=O)[O-])c1. RXN SMILES: [Cl:1][c:2]1[cH:3][cH:4][c:5]([C:8]([CH2:9][CH2:10][C:11](=[O:12])[OH:13])=[O:14])[cH:6][cH:7]1.[OH2:19].[OH:15][N+:16]([O-:17])=[O:18]>>[Cl:1][c:2]1[cH:3][cH:4][c:5]([C:8]([CH2:9][CH2:10][C:11](=[O:12])[OH:13])=[O:14])[cH:6][c:7]1[N+:16](=[O:15])[O-:17]. The reactants are C(C(=O)C)C1=C(N2C(C(C2SC1)NC(=O)OC(C)(C)C)=O)C(=O)OC(C1=CC=CC=C1)C1=CC=CC=C1 (3-acetonyl-2-benzhydryloxycarbonyl-7-t-butoxycarbonylamino-8-oxo-5-thia-1-azabicyclo[4.2.0]oct-2-ene), CS(=O)(=O)Cl (methanesulphonyl chloride), solution, C(CCC)[Li] (butyllithium), CC1(NC(CCC1)(C)C)C (2,2,6,6-tetramethylpiperidine). Solvent: O1CCCC1 (tetrahydrofuran), CN(C)P(=O)(N(C)C)N(C)C (hexamethylphosphorotriamide), C(C)(=O)OCC (ethyl acetate), O1CCCC1 (tetrahydrofuran), CCCCCC (hexane), O1CCCC1 (tetrahydrofuran). Run at temperature 20 celsius, time 20 minute. Product: C(C1=CC=CC=C1)(C1=CC=CC=C1)OC(=O)C=1N2C(C(C2SCC1C=C(C)OS(=O)(=O)C)NC(=O)OC(C)(C)C)=O (2-benzhydryloxycarbonyl-7-t-butoxycarbonylamino-3-(2-mesyloxy-prop-1-en-1-yl)-8-oxo-5-thia-1-azabicyclo[4.2.0]oct-2-ene). RXN SMILES: C([Li])CCC.CC1(C)CCCC(C)(C)N1.[CH2:16]([C:20]1[CH2:27][S:26][CH:25]2[N:22]([C:23](=[O:36])[CH:24]2[NH:28][C:29]([O:31][C:32]([CH3:35])([CH3:34])[CH3:33])=[O:30])[C:21]=1[C:37]([O:39][CH:40]([C:47]1[CH:52]=[CH:51][CH:50]=[CH:49][CH:48]=1)[C:41]1[CH:46]=[CH:45][CH:44]=[CH:43][CH:42]=1)=[O:38])[C:17]([CH3:19])=[O:18].[CH3:53][S:54](Cl)(=[O:56])=[O:55]>CCCCCC.O1CCCC1.C(OCC)(=O)C.CN(P(N(C)C)(N(C)C)=O)C>[CH:40]([O:39][C:37]([C:21]1[N:22]2[CH:25]([S:26][CH2:27][C:20]=1[CH:16]=[C:17]([O:18][S:54]([CH3:53])(=[O:56])=[O:55])[CH3:19])[CH:24]([NH:28][C:29]([O:31][C:32]([CH3:35])([CH3:33])[CH3:34])=[O:30])[C:23]2=[O:36])=[O:38])([C:47]1[CH:48]=[CH:49][CH:50]=[CH:51][CH:52]=1)[C:41]1[CH:46]=[CH:45][CH:44]=[CH:43][CH:42]=1. Procedure details: A 1.6M solution of butyllithium in hexane (10.3 cc) is added, in the course of 10 minutes, to a solution of 2,2,6,6-tetramethylpiperidine (2.33 g) in tetrahydrofuran (15 cc) at 20° C. The mixture is stirred for 20 minutes at 20° C. and then cooled to -70° C. A solution of 3-acetonyl-2-benzhydryloxycarbonyl-7-t-butoxycarbonylamino-8-oxo-5-thia-1-azabicyclo[4.2.0]oct-2-ene (7.61 g) in tetrahydrofuran (20 cc) is then added in the course of 15 minutes. The mixture is stirred for a further 20 minutes...